This data is from the Open Reaction Database (ORD), a public repository of structured organic reaction records. The task is: describe an organic reaction: reactants, conditions, products, and yield Starting materials: ClCCl, O=C=Nc1ccc(Cl)cc1, CC1CNN=C1c1ccc(Cl)cc1. Product: CC1CN(C(=O)Nc2ccc(Cl)cc2)N=C1c1ccc(Cl)cc1. RXN SMILES: [CH2:24]([Cl:25])[Cl:26].[Cl:14][c:15]1[cH:16][cH:17][c:18]([N:21]=[C:22]=[O:23])[cH:19][cH:20]1.[Cl:1][c:2]1[cH:3][cH:4][c:5]([C:8]2=[N:9][NH:10][CH2:11][CH:12]2[CH3:13])[cH:6][cH:7]1>>[Cl:1][c:2]1[cH:3][cH:4][c:5]([C:8]2=[N:9][N:10]([C:22]([NH:21][c:18]3[cH:17][cH:16][c:15]([Cl:14])[cH:20][cH:19]3)=[O:23])[CH2:11][CH:12]2[CH3:13])[cH:6][cH:7]1.